From a dataset of the Open Reaction Database (ORD), a public repository of structured organic reaction records. describe an organic reaction: reactants, conditions, products, and yield Reactants: C1COCCN1, CC12CC3OC3CC1CCC1C2CCC2(C)C(O)C(N3CCCC3)CC12, O. The product is CC12CC(N3CCOCC3)C(O)CC1CCC1C2CCC2(C)C(O)C(N3CCCC3)CC12. Reaction SMILES: [CH2:27]1[CH2:28][O:29][CH2:30][CH2:31][NH:32]1.[O:1]1[CH:2]2[CH:3]1[CH2:4][CH:5]1[CH2:6][CH2:7][CH:8]3[CH:9]4[CH2:10][CH:11]([N:22]5[CH2:23][CH2:24][CH2:25][CH2:26]5)[CH:12]([OH:21])[C:13]4([CH3:14])[CH2:15][CH2:16][CH:17]3[C:18]1([CH3:20])[CH2:19]2.[OH2:33]>>[OH:1][CH:3]1[CH:2]([N:32]2[CH2:27][CH2:28][O:29][CH2:30][CH2:31]2)[CH2:19][C:18]2([CH3:20])[CH:5]([CH2:4]1)[CH2:6][CH2:7][CH:8]1[CH:9]3[CH2:10][CH:11]([N:22]4[CH2:23][CH2:24][CH2:25][CH2:26]4)[CH:12]([OH:21])[C:13]3([CH3:14])[CH2:15][CH2:16][CH:17]12. Reactants: Cc1c(Br)cccc1[N+](=O)[O-], O=C(O)c1c(Br)cccc1[N+](=O)[O-], CO, [Cl-], [Fe], [NH4+]. Product: Nc1cccc(Br)c1C(=O)O. As a reaction SMILES: [Br:16][c:17]1[cH:18][cH:19][cH:20][c:21]([N+:22]([O-:23])=[O:24])[c:25]1[CH3:26].[Br:1][c:2]1[c:3]([C:4](=[O:5])[OH:6])[c:7]([N+:11]([O-:12])=[O:13])[cH:8][cH:9][cH:10]1.[CH3:28][OH:29].[Cl-:14].[Fe:27].[NH4+:15]>>[Br:1][c:2]1[c:3]([C:4](=[O:5])[OH:6])[c:7]([NH2:11])[cH:8][cH:9][cH:10]1. Reactants: CC(C)=O, CC(C)O, CC1(C)CCc2ccc(Cl)cc21, [K+], [Mg+2], O=[Mn](=O)(=O)[O-], O=S(=O)([O-])[O-], O. Yields the product CC1(C)CC(=O)c2ccc(Cl)cc21. Reaction SMILES: [CH3:29][C:30](=[O:31])[CH3:32].[CH:25]([OH:26])([CH3:27])[CH3:28].[Cl:1][c:2]1[cH:3][cH:4][c:5]2[c:9]([cH:10]1)[C:8]([CH3:11])([CH3:12])[CH2:7][CH2:6]2.[K+:24].[Mg+2:13].[Mn:19]([O-:20])(=[O:21])(=[O:22])=[O:23].[O-:14][S:15](=[O:16])(=[O:17])[O-:18].[OH2:33]>>[Cl:1][c:2]1[cH:3][cH:4][c:5]2[c:9]([cH:10]1)[C:8]([CH3:11])([CH3:12])[CH2:7][C:6]2=[O:14]. The reactants are NC1=CC=C(C=C1)C1=NC(=NC(=N1)N)N (6-(4-Aminophenyl)-1,3,5-triazine-2,4-diamine), C1(=CC=CC=C1)S(=O)(=O)Cl (benzenesulfonyl chloride). The product is NC1=NC(=NC(=N1)N)C1=CC=C(C=C1)NS(=O)(=O)C1=CC2=CC=CC=C2C=C1 (N-[4-(4,6-diamino-1,3,5-triazin-2-yl)phenyl]-2-naphthalenesulfonamide). Reaction SMILES: [NH2:1][C:2]1[CH:7]=[CH:6][C:5]([C:8]2[N:13]=[C:12]([NH2:14])[N:11]=[C:10]([NH2:15])[N:9]=2)=[CH:4][CH:3]=1.[C:16]1([S:22](Cl)(=[O:24])=[O:23])[CH:21]=[CH:20][CH:19]=[CH:18][CH:17]=1>>[NH2:14][C:12]1[N:11]=[C:10]([NH2:15])[N:9]=[C:8]([C:5]2[CH:4]=[CH:3][C:2]([NH:1][S:22]([C:16]3[CH:21]=[CH:20][C:19]4[C:18](=[CH:7][CH:2]=[CH:3][CH:4]=4)[CH:17]=3)(=[O:24])=[O:23])=[CH:7][CH:6]=2)[N:13]=1. Procedure details: 6-(4-Aminophenyl)-1,3,5-triazine-2,4-diamine was processed as in Example 23 but substituting 2-naphthalenesulfonyl chloride for benzenesulfonyl chloride to provide the title compound. The reactants are CCCc1nc2ccc(C(=O)c3ccccc3)cc2n1Cc1ccc(C(=O)OC)cc1, CCOC(C)=O, CCCCCC. The product is CCCc1nc2ccc(C(=O)c3ccccc3)cc2n1Cc1ccc(C(=O)OCC)cc1. Reaction SMILES: [CH3:1][O:2][C:3]([c:4]1[cH:5][cH:6][c:7]([CH2:10][n:11]2[c:12]([CH2:28][CH2:29][CH3:30])[n:13][c:14]3[c:15]2[cH:16][c:17]([C:20]([c:21]2[cH:22][cH:23][cH:24][cH:25][cH:26]2)=[O:27])[cH:18][cH:19]3)[cH:8][cH:9]1)=[O:31].[CH3:32][CH2:33][O:34][C:35]([CH3:36])=[O:37].[CH3:38][CH2:39][CH2:40][CH2:41][CH2:42][CH3:43]>>[CH2:1]([O:2][C:3]([c:4]1[cH:5][cH:6][c:7]([CH2:10][n:11]2[c:12]([CH2:28][CH2:29][CH3:30])[n:13][c:14]3[c:15]2[cH:16][c:17]([C:20]([c:21]2[cH:22][cH:23][cH:24][cH:25][cH:26]2)=[O:27])[cH:18][cH:19]3)[cH:8][cH:9]1)=[O:31])[CH3:32].